Dataset: the Open Reaction Database (ORD), a public repository of structured organic reaction records. Task: describe an organic reaction: reactants, conditions, products, and yield Starting materials: ClC=1C=C([C@@H](C(=O)O)O)C=CC1 ((S)-3-chloromandelic acid), ClC=1C=C([C@H](C(=O)O)O)C=CC1 ((R)-3-chloromandelic acid), Cl.N[C@@H]1CC2=CC(=CC=C2CC1)O ((S)-2-amino-7-hydroxytetralin hydrochloride), IV, IX. Product: Cl.N[C@H]1CC2=CC(=CC=C2CC1)O ((R)-2-amino-7-hydroxytetralin hydrochloride), OC1=CC=C2CC[C@@H](CC2=C1)NC([C@@H](O)C1=CC(=CC=C1)Cl)=O (N-[(2S)-7-hydroxy-1,2,3,4-tetrahydronaphth-2-yl]-(S)-3-chloromandelamide), SR 58574. As a reaction SMILES: [Cl:1]C1C=C(C=CC=1)[C@H](O)C(O)=O.[Cl:13][C:14]1[CH:15]=[C:16]([CH:22]=[CH:23][CH:24]=1)[C@@H:17]([OH:21])[C:18]([OH:20])=O.Cl.[NH2:26][C@H:27]1[CH2:36][CH2:35][C:34]2[C:29](=[CH:30][C:31]([OH:37])=[CH:32][CH:33]=2)[CH2:28]1>>[ClH:1].[NH2:26][C@@H:27]1[CH2:36][CH2:35][C:34]2[C:29](=[CH:30][C:31]([OH:37])=[CH:32][CH:33]=2)[CH2:28]1.[OH:37][C:31]1[CH:30]=[C:29]2[C:34]([CH2:35][CH2:36][C@H:27]([NH:26][C:18](=[O:20])[C@H:17]([C:16]3[CH:22]=[CH:23][CH:24]=[C:14]([Cl:13])[CH:15]=3)[OH:21])[CH2:28]2)=[CH:33][CH:32]=1 |f:2.3,4.5|. Reported procedure: By following the procedure described in PREPARATION IX and substituting the (S)-3-chloromandelic acid for the (R)-3-chloromandelic acid and the (S)-2-amino-7-hydroxytetralin hydrochloride, PREPARATION IV, for the (R)-2-amino-7-hydroxytetralin hydrochloride, the N-[(2S)-7-hydroxy-1,2,3,4-tetrahydronaphth-2-yl]-(S)-3-chloromandelamide, SR 58574, is obtained; m.p. 145°-146° C.; |alpha|=-34.2° (methanol, c=1%). Product: FC(CNC(=O)C1(C2=CC=CC=C2C=2C=CC=CC12)CCCCN1CCN(CC1)C1=NC2=C(N1C)C=CC=C2OC)(F)F (9-{4-[4-(4-methoxy-1-methyl-1H-benzimidazol-2-yl)-piperazin-1-yl]-butyl}-9H-fluorene-9-carboxylic acid-(2,2,2-trifluoro-ethyl)-amide). Reaction SMILES: [F:1][C:2]([F:26])([F:25])[CH2:3][NH:4][C:5]([C:7]1([CH2:20][CH2:21][CH2:22][CH2:23]Br)[C:19]2[CH:18]=[CH:17][CH:16]=[CH:15][C:14]=2[C:13]2[C:8]1=[CH:9][CH:10]=[CH:11][CH:12]=2)=[O:6].[CH3:27][O:28][C:29]1[C:37]2[N:36]=[C:35]([N:38]3[CH2:43][CH2:42][NH:41][CH2:40][CH2:39]3)[N:34]([CH3:44])[C:33]=2[CH:32]=[CH:31][CH:30]=1>>[F:1][C:2]([F:26])([F:25])[CH2:3][NH:4][C:5]([C:7]1([CH2:20][CH2:21][CH2:22][CH2:23][N:41]2[CH2:42][CH2:43][N:38]([C:35]3[N:34]([CH3:44])[C:33]4[CH:32]=[CH:31][CH:30]=[C:29]([O:28][CH3:27])[C:37]=4[N:36]=3)[CH2:39][CH2:40]2)[C:19]2[CH:18]=[CH:17][CH:16]=[CH:15][C:14]=2[C:13]2[C:8]1=[CH:9][CH:10]=[CH:11][CH:12]=2)=[O:6]. Procedure: Prepared analogously to Example 2b from 9-(4-bromo-butyl)-9H-fluorene-9-carboxylic acid-(2,2,2-trifluoro-ethyl)-amide and 4-methoxy-1-methyl-2-piperazin-1-yl-1H-benzimidazole Reactants: FC(CNC(=O)C1(C2=CC=CC=C2C=2C=CC=CC12)CCCCBr)(F)F (9-(4-bromo-butyl)-9H-fluorene-9-carboxylic acid-(2,2,2-trifluoro-ethyl)-amide), COC1=CC=CC=2N(C(=NC21)N2CCNCC2)C (4-methoxy-1-methyl-2-piperazin-1-yl-1H-benzimidazole). The reactants are O=c1[nH]c(=O)n(Cc2ccc(OCc3cccc(Br)c3)cc2)o1, C1CCOC1, COCCOC, CCO, [Cl-], Cl, COc1cc(F)c(B(O)O)c(F)c1, [Li+], [Na+], [Na+], [Na+], O=C([O-])[O-], [OH-]. Product: [Na+], COc1cc(F)c(-c2cccc(COc3ccc(Cn4oc(=O)[n-]c4=O)cc3)c2)c(F)c1. Reaction SMILES: [Br:1][c:2]1[cH:3][c:4]([CH2:5][O:6][c:7]2[cH:8][cH:9][c:10]([CH2:11][n:12]3[o:13][c:14](=[O:18])[nH:15][c:16]3=[O:17])[cH:19][cH:20]2)[cH:21][cH:22][cH:23]1.[CH2:48]1[O:49][CH2:50][CH2:51][CH2:52]1.[CH3:53][O:54][CH2:55][CH2:56][O:57][CH3:58].[CH3:59][CH2:60][OH:61].[Cl-:38].[ClH:45].[F:24][c:25]1[c:26]([B:34]([OH:35])[OH:36])[c:27]([F:33])[cH:28][c:29]([O:31][CH3:32])[cH:30]1.[Li+:37].[Na+:39].[Na+:40].[Na+:47].[O-:41][C:42](=[O:43])[O-:44].[OH-:46]>>[Na+:39].[c:2]1(-[c:26]2[c:25]([F:24])[cH:30][c:29]([O:31][CH3:32])[cH:28][c:27]2[F:33])[cH:3][c:4]([CH2:5][O:6][c:7]2[cH:8][cH:9][c:10]([CH2:11][n:12]3[o:13][c:14](=[O:18])[n-:15][c:16]3=[O:17])[cH:19][cH:20]2)[cH:21][cH:22][cH:23]1. Starting materials: [Br-], CC1(CC(=O)Nc2ccccc2)OCCS1, CS(=O)(=O)O, CCCC[N+](CCCC)(CCCC)CCCC, Cc1ccccc1, O=C(O)CC(=O)O. The product is CC1=C(C(=O)Nc2ccccc2)SCCO1. RXN SMILES: [Br-:29].[CH3:1][C:2]1([CH2:7][C:8](=[O:9])[NH:10][c:11]2[cH:12][cH:13][cH:14][cH:15][cH:16]2)[O:3][CH2:4][CH2:5][S:6]1.[CH3:24][S:25](=[O:26])(=[O:27])[OH:28].[CH3:30][CH2:31][CH2:32][CH2:33][N+:34]([CH2:35][CH2:36][CH2:37][CH3:38])([CH2:39][CH2:40][CH2:41][CH3:42])[CH2:43][CH2:44][CH2:45][CH3:46].[CH3:47][c:48]1[cH:49][cH:50][cH:51][cH:52][cH:53]1.[OH:17][C:18]([CH2:19][C:20](=[O:21])[OH:22])=[O:23]>>[CH3:1][C:2]1=[C:7]([C:8](=[O:9])[NH:10][c:11]2[cH:12][cH:13][cH:14][cH:15][cH:16]2)[S:6][CH2:5][CH2:4][O:3]1. Reactants: C(C)(C)(C)OC(=O)N1CCC(CC1)(C1=NC2=CC=CC=C2C=C1)O (4-Hydroxy-4-quinolin-2-yl-piperidine-1-carboxylic acid tert-butyl ester), [OH-].COC(=O)NS(=O)(=O)[N+](CC)(CC)CC ((methoxycarbonylsulfamoyl)triethylammonium hydroxide), salt. The solvent is C1=CC=CC=C1 (benzene), O (water). Conditions: time 10 minute. The product is C(C)(C)(C)OC(=O)N1CCC(=CC1)C1=NC2=CC=CC=C2C=C1 (4-quinolin-2-yl-3,6-dihydro-2H-pyridine-1-carboxylic acid tert-butyl ester). Isolated yield 55.3%. Reaction SMILES: [C:1]([O:5][C:6]([N:8]1[CH2:13][CH2:12][C:11](O)([C:14]2[CH:23]=[CH:22][C:21]3[C:16](=[CH:17][CH:18]=[CH:19][CH:20]=3)[N:15]=2)[CH2:10][CH2:9]1)=[O:7])([CH3:4])([CH3:3])[CH3:2].[OH-].COC(NS([N+](CC)(CC)CC)(=O)=O)=O>C1C=CC=CC=1.O>[C:1]([O:5][C:6]([N:8]1[CH2:9][CH:10]=[C:11]([C:14]2[CH:23]=[CH:22][C:21]3[C:16](=[CH:17][CH:18]=[CH:19][CH:20]=3)[N:15]=2)[CH2:12][CH2:13]1)=[O:7])([CH3:4])([CH3:2])[CH3:3] |f:1.2|. Procedure details: 4-Hydroxy-4-quinolin-2-yl-piperidine-1-carboxylic acid tert-butyl ester (3.16 g, 9.61 mmol) and (methoxycarbonylsulfamoyl)triethylammonium hydroxide, inner salt (5.00 g, 20.98 mmol) in benzene (60 mL) under N2 were refluxed for 3 hours. The solution was cooled to ambient temperature, diluted with water (50 mL) and the resulting mixture was stirred at ambient temperature for 10 minutes. The benzene layer was separated, washed with brine, dried over magnesium sulfate and concentrated onto silica g... The reactants are CCO, O=C1c2ccccc2C(=O)N1OCc1nnc2n1-c1ccc(Cl)cc1C(c1ccccc1)=NC2, NN, O. The product is NOCc1nnc2n1-c1ccc(Cl)cc1C(c1ccccc1)=NC2. As a reaction SMILES: [CH3:38][CH2:39][OH:40].[Cl:1][c:2]1[cH:3][cH:4][c:5]2[c:6]([cH:34]1)[C:7]([c:28]1[cH:29][cH:30][cH:31][cH:32][cH:33]1)=[N:8][CH2:9][c:10]1[n:11]-2[c:12]([CH2:15][O:16][N:17]2[C:18](=[O:19])[c:20]3[cH:21][cH:22][cH:23][cH:24][c:25]3[C:26]2=[O:27])[n:13][n:14]1.[NH2:36][NH2:37].[OH2:35]>>[Cl:1][c:2]1[cH:3][cH:4][c:5]2[c:6]([cH:34]1)[C:7]([c:28]1[cH:29][cH:30][cH:31][cH:32][cH:33]1)=[N:8][CH2:9][c:10]1[n:11]-2[c:12]([CH2:15][O:16][NH2:17])[n:13][n:14]1.